From a dataset of the Open Reaction Database (ORD), a public repository of structured organic reaction records. describe an organic reaction: reactants, conditions, products, and yield The reactants are [Br-], OC(COCc1ccccc1)COCc1ccccc1, CC1(C)CCCC(C)(C)N1O, [O-]Cl, ClCCl, [K+], [Na+], [Na+], O=C([O-])O, O. Yields the product O=C(COCc1ccccc1)COCc1ccccc1. RXN SMILES: [Br-:33].[CH2:1]([c:2]1[cH:3][cH:4][cH:5][cH:6][cH:7]1)[O:8][CH2:9][CH:10]([CH2:11][O:12][CH2:13][c:14]1[cH:15][cH:16][cH:17][cH:18][cH:19]1)[OH:20].[CH3:21][C:22]1([CH3:31])[N:23]([O:24])[C:25]([CH3:26])([CH3:27])[CH2:28][CH2:29][CH2:30]1.[Cl:34][O-:35].[Cl:42][CH2:43][Cl:44].[K+:32].[Na+:36].[Na+:41].[O-:37][C:38]([OH:39])=[O:40].[OH2:45]>>[CH2:1]([c:2]1[cH:3][cH:4][cH:5][cH:6][cH:7]1)[O:8][CH2:9][C:10]([CH2:11][O:12][CH2:13][c:14]1[cH:15][cH:16][cH:17][cH:18][cH:19]1)=[O:20]. Reactants: O=[N+]([O-])c1cc(O)cc(C(F)(F)F)c1, CC(C)OC(=O)N=NC(=O)OC(C)C, CC(C)(C)OC(=O)N1CCCC1CO, c1ccc(P(c2ccccc2)c2ccccc2)cc1, c1ccccc1. The product is CC(C)(C)OC(=O)N1CCCC1COc1cc([N+](=O)[O-])cc(C(F)(F)F)c1. As a reaction SMILES: [N+:1](=[O:2])([O-:3])[c:4]1[cH:5][c:6]([OH:14])[cH:7][c:8]([C:10]([F:11])([F:12])[F:13])[cH:9]1.[O:48]=[C:49]([O:50][CH:51]([CH3:52])[CH3:53])[N:54]=[N:55][C:56]([O:57][CH:58]([CH3:59])[CH3:60])=[O:61].[OH:15][CH2:16][CH:17]1[N:18]([C:22](=[O:23])[O:24][C:25]([CH3:26])([CH3:27])[CH3:28])[CH2:19][CH2:20][CH2:21]1.[c:29]1([P:30]([c:31]2[cH:32][cH:33][cH:34][cH:35][cH:36]2)[c:37]2[cH:38][cH:39][cH:40][cH:41][cH:42]2)[cH:43][cH:44][cH:45][cH:46][cH:47]1.[cH:62]1[cH:63][cH:64][cH:65][cH:66][cH:67]1>>[N+:1](=[O:2])([O-:3])[c:4]1[cH:5][c:6]([O:14][CH2:16][CH:17]2[N:18]([C:22](=[O:23])[O:24][C:25]([CH3:26])([CH3:27])[CH3:28])[CH2:19][CH2:20][CH2:21]2)[cH:7][c:8]([C:10]([F:11])([F:12])[F:13])[cH:9]1. Reactants: ClC1=C(C(=O)NCC23CC4CC(CC(C2)C4)C3)C=C(C=C1)CN1CCN(CC1)C(=O)OC(C)(C)C (2-Chloro-5-(4-[{1,1-dimethylethyl}oxycarbonyl]-piperazin-1-yl)methyl-N-(tricyclo[3.3.1.13,7]dec-1-ylmethyl)-benzamide), Cl (HCl). Run in CO (methanol), O1CCOCC1 (dioxane). Run at time 1.5 hour. Product: Cl.ClC1=C(C(=O)NCC23CC4CC(CC(C2)C4)C3)C=C(C=C1)CN1CCNCC1 (2-Chloro-5-piperazin-1-ylmethyl-N-(tricyclo[3.3.1.13,7]dec-1-ylmethyl)-benzamide, hydrochloride salt). As a reaction SMILES: [Cl:1][C:2]1[CH:21]=[CH:20][C:19]([CH2:22][N:23]2[CH2:28][CH2:27][N:26](C(OC(C)(C)C)=O)[CH2:25][CH2:24]2)=[CH:18][C:3]=1[C:4]([NH:6][CH2:7][C:8]12[CH2:17][CH:12]3[CH2:13][CH:14]([CH2:16][CH:10]([CH2:11]3)[CH2:9]1)[CH2:15]2)=[O:5].Cl>CO.O1CCOCC1>[ClH:1].[Cl:1][C:2]1[CH:21]=[CH:20][C:19]([CH2:22][N:23]2[CH2:28][CH2:27][NH:26][CH2:25][CH2:24]2)=[CH:18][C:3]=1[C:4]([NH:6][CH2:7][C:8]12[CH2:9][CH:10]3[CH2:16][CH:14]([CH2:13][CH:12]([CH2:11]3)[CH2:17]1)[CH2:15]2)=[O:5] |f:4.5|. Procedure details: 2-Chloro-5-(4-[{1,1-dimethylethyl}oxycarbonyl]-piperazin-1-yl)methyl-N-(tricyclo[3.3.1.13,7]dec-1-ylmethyl)-benzamide, (Example 8c, 0.080 g) was dissolved in methanol (3 ml), 4N HCl in dioxane (1 ml) was added and the mixture stirred at room temperature for 1.5 h. The solvent was removed under vacuum and the resulting solid was triturated with ether to afford the title compound as a white powder (0.062 g). Reactants: CSC1=NCCCS1, CC(C)O, [Cl-], [Cl-], COC(=O)C[N+](=O)[O-], [Zn+2]. Yields the product COC(=O)C(=C1NCCCS1)[N+](=O)[O-]. As a reaction SMILES: [CH3:1][S:2][C:3]1=[N:8][CH2:7][CH2:6][CH2:5][S:4]1.[CH:20]([OH:21])([CH3:22])[CH3:23].[Cl-:17].[Cl-:19].[N+:9](=[O:10])([O-:11])[CH2:12][C:13](=[O:14])[O:15][CH3:16].[Zn+2:18]>>[C:3]1(=[C:12]([N+:9](=[O:10])[O-:11])[C:13](=[O:14])[O:15][CH3:16])[S:4][CH2:5][CH2:6][CH2:7][NH:8]1. Reactants: CC#N, CN1CCN(c2cccc3ccc(N)cc23)CC1, O=C=Nc1ccccc1. The product is CN1CCN(c2cccc3ccc(NC(=O)Nc4ccccc4)cc23)CC1. RXN SMILES: [CH3:28][C:29]#[N:30].[NH2:1][c:2]1[cH:3][cH:4][c:5]2[cH:6][cH:7][cH:8][c:9]([N:12]3[CH2:13][CH2:14][N:15]([CH3:18])[CH2:16][CH2:17]3)[c:10]2[cH:11]1.[O:19]=[C:20]=[N:21][c:22]1[cH:23][cH:24][cH:25][cH:26][cH:27]1>>[NH:1]([c:2]1[cH:3][cH:4][c:5]2[cH:6][cH:7][cH:8][c:9]([N:12]3[CH2:13][CH2:14][N:15]([CH3:18])[CH2:16][CH2:17]3)[c:10]2[cH:11]1)[C:20](=[O:19])[NH:21][c:22]1[cH:23][cH:24][cH:25][cH:26][cH:27]1. The reactants are C(C)OC(=O)C1=NC(=CC=C1Br)C (3-Bromo-6-methyl-pyridine-2-carboxylic acid ethyl ester), NC=1C=NN(C1)C (4-Amino-1-methyl-pyrazole). The reagents and catalysts are [Pd] (Pd). Yields the product C(C)OC(=O)C1=NC(=CC=C1NC=1C=NN(C1)C)C (6-Methyl-3-(1-methyl-1H-pyrazol-4-ylamino)-pyridine-2-carboxylic acid ethyl ester). As a reaction SMILES: [CH2:1]([O:3][C:4]([C:6]1[C:11](Br)=[CH:10][CH:9]=[C:8]([CH3:13])[N:7]=1)=[O:5])[CH3:2].[NH2:14][C:15]1[CH:16]=[N:17][N:18]([CH3:20])[CH:19]=1>[Pd]>[CH2:1]([O:3][C:4]([C:6]1[C:11]([NH:14][C:15]2[CH:16]=[N:17][N:18]([CH3:20])[CH:19]=2)=[CH:10][CH:9]=[C:8]([CH3:13])[N:7]=1)=[O:5])[CH3:2]. Procedure details: The Pd catalyzed coupling of 3-Bromo-6-methyl-pyridine-2-carboxylic acid ethyl ester and 4-Amino-1-methyl-pyrazole was performed in accordance with the general method of Example 78, step 3 to yield the title compound as an orange solid, MS (ISP): m/e=261.0 (M+H+).